Task: describe an organic reaction: reactants, conditions, products, and yield. Dataset: the Open Reaction Database (ORD), a public repository of structured organic reaction records Product: C(C)OC(C(CC1=CC=C(C=C1)O)(C)OC1=CC(=C(C=C1)C)C)=O (2-(3,4-Dimethylphenoxy)-3-(4-hydroxyphenyl)-2-methyl-propionic acid ethyl ester). Conditions: time 20 hour. Solvent: C(C)(=O)OCC (ethyl acetate). Reactants: C(C)OC(C(C(OC(C(F)(F)F)=O)C1=CC=C(C=C1)OCC1=CC=CC=C1)(C)OC1=CC(=C(C=C1)C)C)=O (3-(4-Benzyloxyphenyl)-2-(3,4-dimethylphenoxy)-2-methyl-3-(2,2,2-trifluoroacetoxy)propionic acid ethyl ester). Reagents/catalysts: [Pd] (palladium on carbon). Reported procedure: 3-(4-Benzyloxyphenyl)-2-(3,4-dimethylphenoxy)-2-methyl-3-(2,2,2-trifluoroacetoxy)propionic acid ethyl ester (2.1 mmol) was dissolved in ethyl acetate (30 mL) and treated with 5% palladium on carbon (300 mg), and stirred under an atmosphere of hydrogen for 20 h. The suspension was filtered through celite and concentrated in vacuo to an oil. As a reaction SMILES: [CH2:1]([O:3][C:4](=[O:38])[C:5]([O:29][C:30]1[CH:35]=[CH:34][C:33]([CH3:36])=[C:32]([CH3:37])[CH:31]=1)([CH3:28])[CH:6]([C:14]1[CH:19]=[CH:18][C:17]([O:20]CC2C=CC=CC=2)=[CH:16][CH:15]=1)OC(=O)C(F)(F)F)[CH3:2]>C(OCC)(=O)C.[Pd]>[CH2:1]([O:3][C:4](=[O:38])[C:5]([O:29][C:30]1[CH:35]=[CH:34][C:33]([CH3:36])=[C:32]([CH3:37])[CH:31]=1)([CH3:28])[CH2:6][C:14]1[CH:15]=[CH:16][C:17]([OH:20])=[CH:18][CH:19]=1)[CH3:2].